Dataset: the Open Reaction Database (ORD), a public repository of structured organic reaction records. Task: describe an organic reaction: reactants, conditions, products, and yield Reactants: FC1=C(C(=O)NC=2SC(=C(N2)C(=C)C)C2=CC(=CC=C2)C(F)(F)F)C(=CC=C1)F (2,6-difluoro-N-(4-(prop-1-en-2-yl)-5-(3-(trifluoromethyl)phenyl)thiazol-2-yl)benzamide), [H][H] (hydrogen). The reagents and catalysts are [Pd] (Pd/C). The solvent is CCOC(=O)C (EtOAc). The product is FC1=C(C(=O)NC=2SC(=C(N2)C(C)C)C2=CC(=CC=C2)C(F)(F)F)C(=CC=C1)F (2,6-Difluoro-N-(4-isopropyl-5-(3-(trifluoromethyl)phenyl)thiazol-2-yl)benzamide). Isolated yield 71.9%. RXN SMILES: [F:1][C:2]1[CH:28]=[CH:27][CH:26]=[C:25]([F:29])[C:3]=1[C:4]([NH:6][C:7]1[S:8][C:9]([C:15]2[CH:20]=[CH:19][CH:18]=[C:17]([C:21]([F:24])([F:23])[F:22])[CH:16]=2)=[C:10]([C:12]([CH3:14])=[CH2:13])[N:11]=1)=[O:5].[H][H]>CCOC(C)=O.[Pd]>[F:1][C:2]1[CH:28]=[CH:27][CH:26]=[C:25]([F:29])[C:3]=1[C:4]([NH:6][C:7]1[S:8][C:9]([C:15]2[CH:20]=[CH:19][CH:18]=[C:17]([C:21]([F:22])([F:23])[F:24])[CH:16]=2)=[C:10]([CH:12]([CH3:13])[CH3:14])[N:11]=1)=[O:5]. Procedure details: Into a solution of Compound 68a (63.6 mg, 0.15 mmol) in EtOAc (2.0 mL) was added 5% Pd/C (50 mg). The mixture was stirred at room temperature under 1 atmosphere of hydrogen for 2 hours. The mixture was filtered through a short plug of silica, the filtrate was concentrated, the residue was purified by column chromatography on silica gel (eluted with 10-70% ethyl acetate in hexanes) to give Compound 69 (46 mg, 72%) as a white solid. The reactants are N#CC1(O)CCN(Cc2ccccc2)CC1, CCO, Cl, [Na+], O, O=C([O-])O, O=S(=O)(O)O. Yields the product CCOC(=O)C1(O)CCN(Cc2ccccc2)CC1. Reaction SMILES: [CH2:10]([c:11]1[cH:12][cH:13][cH:14][cH:15][cH:16]1)[N:17]1[CH2:18][CH2:19][C:20]([OH:23])([C:24]#[N:25])[CH2:21][CH2:22]1.[CH3:6][CH2:7][OH:8].[ClH:9].[Na+:26].[OH2:31].[OH:27][C:28](=[O:29])[O-:30].[S:1](=[O:2])(=[O:3])([OH:4])[OH:5]>>[CH3:6][CH2:7][O:8][C:24]([C:20]1([OH:23])[CH2:19][CH2:18][N:17]([CH2:10][c:11]2[cH:12][cH:13][cH:14][cH:15][cH:16]2)[CH2:22][CH2:21]1)=[O:27]. Reactants: C12CC(CC(CC1)C2)=O (bicyclo[3.2.1]octan-3-one), O (Water), [H-].[Na+] (NaH), CCOC(=O)CP(=O)(OCC)OCC (triethyl phosphono acetate). The solvent is COCCOC (1,2-dimethoxy ethane), COCCOC (1,2-dimethoxy ethane). Conditions: temperature 0 celsius, time 15 minute. The product is C12CC(CC(CC1)C2)=CC(=O)OCC (Ethyl 2-(bicyclo[3.2.1]octan-3-ylidene)acetate). RXN SMILES: [H-].[Na+].[CH3:3][CH2:4][O:5][C:6]([CH2:8]P(OCC)(OCC)=O)=[O:7].[CH:17]12[CH2:24][CH:21]([CH2:22][CH2:23]1)[CH2:20][C:19](=O)[CH2:18]2.O>COCCOC>[CH:17]12[CH2:24][CH:21]([CH2:22][CH2:23]1)[CH2:20][C:19](=[CH:8][C:6]([O:5][CH2:4][CH3:3])=[O:7])[CH2:18]2 |f:0.1|. Procedure: To a suspension of NaH (1.55 g, 38.7 mmol, 60% dispersion in oil) in 1,2-dimethoxy ethane (70 mL) at 0° C., triethyl phosphono acetate (8.38 mL, 41.9 mmol) was added. The resulting mixture was stirred 15 minutes at 0° C., 15 minutes at room temperature, and cooled to 0° C. Then, a solution of bicyclo[3.2.1]octan-3-one (Biogene, 4.0 g, 32.2 mmol) in 1,2-dimethoxy ethane (20 mL) was added and the resulting solution was stirred for 5 minutes at 0° C. and then stirred at room temperature overnight. ... Reactants: CC1=C(C=2C(=NC=CC2)N1)C (2,3-dimethylpyrrolo[2,3-b]pyridine), C(#N)C1=CC=C(C(CBr)=O)C=C1 (p-cyanophenacyl bromide). Procedure: A solution of 2,3-dimethylpyrrolo[2,3-b]pyridine (146 mg, 1 mmol) and p-cyanophenacyl bromide (248 mg, 1.1 mmol) in 3 ml CH3CN was refluxed for 1.5 h. The mixture was allowed to cool and the precipitated product filtered off and washed with a small volume of ice cold CCl4 affording 313 mg (85%) pure title compound as the hydrobromide salt. Run in CC#N (CH3CN). Yields the product CC1=C(C=2C(N(C=CC2)CC(=O)C2=CC=C(C=C2)C#N)=N1)C (2,3Dimethyl-7-(p-cyanophenacyl)pyrrolo[2,3-b]pyridine). As a reaction SMILES: [CH3:1][C:2]1[NH:10][C:5]2=[N:6][CH:7]=[CH:8][CH:9]=[C:4]2[C:3]=1[CH3:11].[C:12]([C:14]1[CH:23]=[CH:22][C:17]([C:18](=[O:21])[CH2:19]Br)=[CH:16][CH:15]=1)#[N:13]>CC#N>[CH3:1][C:2]1[N:10]=[C:5]2[N:6]([CH2:19][C:18]([C:17]3[CH:22]=[CH:23][C:14]([C:12]#[N:13])=[CH:15][CH:16]=3)=[O:21])[CH:7]=[CH:8][CH:9]=[C:4]2[C:3]=1[CH3:11].